Dataset: the Open Reaction Database (ORD), a public repository of structured organic reaction records. Task: describe an organic reaction: reactants, conditions, products, and yield The reactants are CC(C)NCCCN, Cl, O=[N+]([O-])c1cccc(S(=O)(=O)Cl)c1. The product is CC(C)NCCCNS(=O)(=O)c1cccc([N+](=O)[O-])c1. As a reaction SMILES: [CH:14]([CH3:15])([CH3:16])[NH:17][CH2:18][CH2:19][CH2:20][NH2:21].[ClH:22].[N+:1](=[O:2])([O-:3])[c:4]1[cH:5][c:6]([S:10](=[O:11])(=[O:12])[Cl:13])[cH:7][cH:8][cH:9]1>>[N+:1](=[O:2])([O-:3])[c:4]1[cH:5][c:6]([S:10](=[O:11])(=[O:12])[NH:21][CH2:20][CH2:19][CH2:18][NH:17][CH:14]([CH3:15])[CH3:16])[cH:7][cH:8][cH:9]1. The reactants are O=C(Cl)c1ccccc1, CNC(=O)NC1CCN(Cc2ccc3ccccc3c2)CC1, Cc1ccccc1, c1ccncc1. Yields the product CN(C(=O)NC1CCN(Cc2ccc3ccccc3c2)CC1)C(=O)c1ccccc1. Reaction SMILES: [C:23]([c:24]1[cH:25][cH:26][cH:27][cH:28][cH:29]1)(=[O:30])[Cl:31].[CH3:1][NH:2][C:3](=[O:4])[NH:5][CH:6]1[CH2:7][CH2:8][N:9]([CH2:12][c:13]2[cH:14][c:15]3[cH:16][cH:17][cH:18][cH:19][c:20]3[cH:21][cH:22]2)[CH2:10][CH2:11]1.[CH3:38][c:39]1[cH:40][cH:41][cH:42][cH:43][cH:44]1.[cH:32]1[cH:33][cH:34][n:35][cH:36][cH:37]1>>[CH3:1][N:2]([C:3](=[O:4])[NH:5][CH:6]1[CH2:7][CH2:8][N:9]([CH2:12][c:13]2[cH:14][c:15]3[cH:16][cH:17][cH:18][cH:19][c:20]3[cH:21][cH:22]2)[CH2:10][CH2:11]1)[C:23]([c:24]1[cH:25][cH:26][cH:27][cH:28][cH:29]1)=[O:30]. Starting materials: ice water, C(O)([O-])=O.[Na+] (sodium hydrogencarbonate), Cl (hydrogen chloride), [N+](=O)(O)[O-] (nitric acid), Cl.C(N)(=N)C1=CC=C(C=C1)O (4-amidinophenol hydrochloride). Run in S(O)(O)(=O)=O (sulfuric acid). Yields the product C(N)(=N)C1=CC(=C(C=C1)O)[N+](=O)[O-] (4-amidino-2-nitrophenol). RXN SMILES: Cl.[C:2]([C:5]1[CH:10]=[CH:9][C:8]([OH:11])=[CH:7][CH:6]=1)(=[NH:4])[NH2:3].Cl.[N+:13]([O-])([OH:15])=[O:14].C(=O)([O-])O.[Na+]>S(=O)(=O)(O)O>[C:2]([C:5]1[CH:10]=[CH:9][C:8]([OH:11])=[C:7]([N+:13]([O-:15])=[O:14])[CH:6]=1)(=[NH:3])[NH2:4] |f:0.1,4.5|. Procedure details: To 20 ml of concentrated sulfuric acid, was added 7.6 g of 4-amidinophenol hydrochloride. When the evolution of hydrogen chloride gas had ceased, the solution was cooled in an ice-salt bath and 3.0 ml of nitric acid was slowly added to the solution while being stirred. The mixture was then stirred at room temperature for 20 to 30 minutes. The reaction mixture, orange in color, was diluted by pouring into a large volume of ice water. The diluted solution was added in small portions to a saturated...